This data is from the Open Reaction Database (ORD), a public repository of structured organic reaction records. The task is: describe an organic reaction: reactants, conditions, products, and yield The reactants are FC=1C=C(C=CC1NC(=O)OCC(Cl)(Cl)Cl)SC1=C(C=C(C(=O)OC)C=C1)NC=1C2=C(N=CN1)N=C(C=C2)C(C)C (Methyl 4-(3-fluoro-4-((2,2,2-trichloroethoxy)carbonylamino)phenylthio)-3-(7-isopropylpyrido[2,3-d]pyrimidin-4-ylamino)benzoate), [Li+].[OH-] (LiOH). Run in C1CCOC1 (THF). Conditions: temperature 40 celsius, time 16 hour. Product: NC1=C(C=C(C=C1)SC1=C(C=C(C(=O)O)C=C1)NC=1C2=C(N=CN1)N=C(C=C2)C(C)C)F (4-(4-Amino-3-fluorophenylthio)-3-(7-isopropylpyrido[2,3-d]pyrimidin-4-ylamino)benzoic acid). Yield: 85.7%. RXN SMILES: [F:1][C:2]1[CH:3]=[C:4]([S:17][C:18]2[CH:27]=[CH:26][C:21]([C:22]([O:24]C)=[O:23])=[CH:20][C:19]=2[NH:28][C:29]2[C:30]3[CH:38]=[CH:37][C:36]([CH:39]([CH3:41])[CH3:40])=[N:35][C:31]=3[N:32]=[CH:33][N:34]=2)[CH:5]=[CH:6][C:7]=1[NH:8]C(OCC(Cl)(Cl)Cl)=O.[Li+].[OH-]>C1COCC1>[NH2:8][C:7]1[CH:6]=[CH:5][C:4]([S:17][C:18]2[CH:27]=[CH:26][C:21]([C:22]([OH:24])=[O:23])=[CH:20][C:19]=2[NH:28][C:29]2[C:30]3[CH:38]=[CH:37][C:36]([CH:39]([CH3:40])[CH3:41])=[N:35][C:31]=3[N:32]=[CH:33][N:34]=2)=[CH:3][C:2]=1[F:1] |f:1.2|. Procedure: The product of Example 449E (1.25 g, 2.0 mmol) in THF (12.5 mL) was reacted with aqueous LiOH solution [prepared from LiOH monohydrate (0.42 g, 10 mmol) and water (8.4 mL)] dropwise at room temperature. The mixture was stirred at 40° C. for 16 hours, and then concentrated. The aqueous mixture was diluted with 50 mL of water, washed with ethyl acetate (1×40 mL), and then carefully acidified to pH 5-6 with 1N HCl under stirring. After 30 minutes, the resulting precipitate was collected by filtrati... The reactants are COC(=O)c1cc2c(C)noc2c(F)c1Nc1ccc(Br)cc1Cl, Cl, [Li+], [OH-], O. Yields the product Cc1noc2c(F)c(Nc3ccc(Br)cc3Cl)c(C(=O)O)cc12. RXN SMILES: [CH3:1][O:2][C:3](=[O:4])[c:5]1[c:6]([NH:16][c:17]2[c:18]([Cl:24])[cH:19][c:20]([Br:23])[cH:21][cH:22]2)[c:7]([F:15])[c:8]2[c:9]([c:10]([CH3:13])[n:11][o:12]2)[cH:14]1.[ClH:27].[Li+:26].[OH-:25].[OH2:28]>>[O:2]=[C:3]([OH:4])[c:5]1[c:6]([NH:16][c:17]2[c:18]([Cl:24])[cH:19][c:20]([Br:23])[cH:21][cH:22]2)[c:7]([F:15])[c:8]2[c:9]([c:10]([CH3:13])[n:11][o:12]2)[cH:14]1. The yield is 99.3%. Solvent: C(C)(C)O (isopropyl alcohol). Procedure: 3-Fluoro-4-morpholinyl aniline (39 g) is mixed with R-epichlorohydrin (18.5 g), isopropyl alcohol (200 ml) is added and heated for 16 hours at reflux temperature. The solvent is distilled to give 57 gm of N-[3-Chloro-2-(R)-hydroxypropyl]-3-fluoro-4-morpholinyl aniline. The product is ClC[C@@H](CNC1=CC(=C(C=C1)N1CCOCC1)F)O (N-[3-Chloro-2-(R)-hydroxypropyl]-3-fluoro-4-morpholinyl aniline). Reactants: FC=1C=C(N)C=CC1N1CCOCC1 (3-Fluoro-4-morpholinyl aniline), C1[C@@H](O1)CCl (R-epichlorohydrin). Reaction SMILES: [F:1][C:2]1[CH:3]=[C:4]([CH:6]=[CH:7][C:8]=1[N:9]1[CH2:14][CH2:13][O:12][CH2:11][CH2:10]1)[NH2:5].[CH2:15]1[O:17][C@H:16]1[CH2:18][Cl:19]>C(O)(C)C>[Cl:19][CH2:18][C@H:16]([OH:17])[CH2:15][NH:5][C:4]1[CH:6]=[CH:7][C:8]([N:9]2[CH2:14][CH2:13][O:12][CH2:11][CH2:10]2)=[C:2]([F:1])[CH:3]=1. Reactants: C(C)(C)(C)ON=C1C=C(OC2=CC=C(C=C12)OCCCl)C1=CC=2N(C=N1)C=CC2 (6-(2-chloro-ethoxy)-2-pyrrolo[1,2-c]pyrimidin-3-yl-chromen-4-one O-tert-butyl oxime), C1(CCCC1)N (cyclopentylamine). Product: Cl.C1(CCCC1)NCCOC=1C=C2C(C=C(OC2=CC1)C1=CC=2N(C=N1)C=CC2)=NO (6-(2-cyclopentylamino-ethoxy)-2-pyrrolo[1,2-c]pyrimidin-3-yl-chromen-4-one oxime, hydrochloride). As a reaction SMILES: C([O:5][N:6]=[C:7]1[C:16]2[C:11](=[CH:12][CH:13]=[C:14]([O:17][CH2:18][CH2:19][Cl:20])[CH:15]=2)[O:10][C:9]([C:21]2[N:26]=[CH:25][N:24]3[CH:27]=[CH:28][CH:29]=[C:23]3[CH:22]=2)=[CH:8]1)(C)(C)C.[CH:30]1([NH2:35])[CH2:34][CH2:33][CH2:32][CH2:31]1>>[ClH:20].[CH:30]1([NH:35][CH2:19][CH2:18][O:17][C:14]2[CH:15]=[C:16]3[C:11](=[CH:12][CH:13]=2)[O:10][C:9]([C:21]2[N:26]=[CH:25][N:24]4[CH:27]=[CH:28][CH:29]=[C:23]4[CH:22]=2)=[CH:8][C:7]3=[N:6][OH:5])[CH2:34][CH2:33][CH2:32][CH2:31]1 |f:2.3|. Reported procedure: 6-(2-cyclopentylamino-ethoxy)-2-pyrrolo[1,2-c]pyrimidin-3-yl-chromen-4-one oxime, hydrochloride was prepared in 17% overall yield using the method described in example 87, starting from 6-(2-chloro-ethoxy)-2-pyrrolo[1,2-c]pyrimidin-3-yl-chromen-4-one O-tert-butyl oxime (example 87B) and cyclopentylamine. The reactants are C(C)OC(CNCC1=CC=CC2=CC=CC=C12)OCC (2,2-diethoxy-N-(naphthalen-1-ylmethyl)ethanamine), C1=CC=CC=2C3=CC=CC=C3C(C12)COC(=O)N[C@H](C(=O)O)CC1=CC=C(C=C1)OC(C)(C)C ((S)-2-(((9H-fluoren-9-yl)methoxy)carbonylamino)-3-(4-tert-butoxyphenyl)propanoic acid). Yields the product C(C)(C)(C)OC1=CC=C(C=C1)C[C@@H](C(=O)N(CC1=CC=CC2=CC=CC=C12)CC(OCC)OCC)NC(OCC1C2=CC=CC=C2C=2C=CC=CC12)=O ((S)-(9H-fluoren-9-yl)methyl 3-(4-tert-butoxyphenyl)-1-((2,2-diethoxyethyl)(naphthalen-1-ylmethyl)amino)-1-oxopropan-2-ylcarbamate). Isolated yield 90.4%. RXN SMILES: [CH2:1]([O:3][CH:4]([O:18][CH2:19][CH3:20])[CH2:5][NH:6][CH2:7][C:8]1[C:17]2[C:12](=[CH:13][CH:14]=[CH:15][CH:16]=2)[CH:11]=[CH:10][CH:9]=1)[CH3:2].[CH:21]1[C:33]2[CH:32]([CH2:34][O:35][C:36]([NH:38][C@@H:39]([CH2:43][C:44]3[CH:49]=[CH:48][C:47]([O:50][C:51]([CH3:54])([CH3:53])[CH3:52])=[CH:46][CH:45]=3)[C:40](O)=[O:41])=[O:37])[C:31]3[C:26](=[CH:27][CH:28]=[CH:29][CH:30]=3)[C:25]=2[CH:24]=[CH:23][CH:22]=1>>[C:51]([O:50][C:47]1[CH:46]=[CH:45][C:44]([CH2:43][C@H:39]([NH:38][C:36](=[O:37])[O:35][CH2:34][CH:32]2[C:33]3[CH:21]=[CH:22][CH:23]=[CH:24][C:25]=3[C:26]3[C:31]2=[CH:30][CH:29]=[CH:28][CH:27]=3)[C:40]([N:6]([CH2:5][CH:4]([O:3][CH2:1][CH3:2])[O:18][CH2:19][CH3:20])[CH2:7][C:8]2[C:17]3[C:12](=[CH:13][CH:14]=[CH:15][CH:16]=3)[CH:11]=[CH:10][CH:9]=2)=[O:41])=[CH:49][CH:48]=1)([CH3:54])([CH3:52])[CH3:53]. Procedure: According to the procedure described in the synthesis method of Compound III-1, 2,2-diethoxy-N-(naphthalen-1-ylmethyl)ethanamine (Compound IX-2) (2.73 g, 10 mmol) was coupled with (S)-2-(((9H-fluoren-9-yl)methoxy)carbonylamino)-3-(4-tert-butoxyphenyl)propanoic acid (6.89 g, 15 mmol) and the obtained residue was purified by silica gel column chromatography (eluent: n-hexane:ethyl acetate=8:2 to 6:4) to obtain the title compound (6.46 g, 90%). Reaction SMILES: [CH2:1]([CH2:2][CH2:3][CH3:4])[c:5]1[cH:6][c:7]([O:14][CH3:15])[c:8]([C:9](=[O:10])[OH:11])[cH:12][cH:13]1.[Cl:16][N:17]1[CH2:18][CH2:19][O:20][CH2:21][CH2:22]1>>[CH2:1]([CH2:2][CH2:3][CH3:4])[c:5]1[cH:6][c:7]([O:14][CH3:15])[c:8]([C:9](=[O:10])[OH:11])[cH:12][c:13]1[Cl:16]. The product is CCCCc1cc(OC)c(C(=O)O)cc1Cl. Reactants: CCCCc1ccc(C(=O)O)c(OC)c1, ClN1CCOCC1.